From a dataset of the Open Reaction Database (ORD), a public repository of structured organic reaction records. describe an organic reaction: reactants, conditions, products, and yield Starting materials: BrC=1C=C2C=CC(=C(C2=CC1)C=O)O (6-Bromo-2-hydroxy-1-naphthaldehyde), NaH2PO4, [O-]Cl=O.[Na+] (NaClO2), ice, [O-]Cl=O.[Na+] (NaClO2), [OH-].[Na+] (NaOH). The solvent is CS(=O)C (DMSO), O (water), O (water). Run at time 5 hour. The product is BrC=1C=C2C=CC(=C(C2=CC1)C(=O)O)O (6-Bromo-2-hydroxy-1-naphthoic Acid). Isolated yield 87.4%. RXN SMILES: [Br:1][C:2]1[CH:3]=[C:4]2[C:9](=[CH:10][CH:11]=1)[C:8]([CH:12]=[O:13])=[C:7]([OH:14])[CH:6]=[CH:5]2.[O-:15]Cl=O.[Na+].[OH-].[Na+]>CS(C)=O.O>[Br:1][C:2]1[CH:3]=[C:4]2[C:9](=[CH:10][CH:11]=1)[C:8]([C:12]([OH:15])=[O:13])=[C:7]([OH:14])[CH:6]=[CH:5]2 |f:1.2,3.4|. Procedure details: To a ice-cooled mixture of 6-Bromo-2-hydroxy-1-naphthaldehyde (24.0 g) and aqueous NaH2PO4 solution (3.2 g in 30 mL of water) in DMSO (160 mL) was added dropwise a solution of NaClO2 (80%; 15.1 g) in water (150 mL) over 1 h. After being stirred for 5 h at room temperature, a solution of NaClO2 (80%; 2.16 g) in water (20 mL) was added, and the reaction mixture was further stirred for 2 h at room temperature. The mixture was alkalized with 1N-NaOH, and the precipitate was filtered off. The filtrat... Reactants: [BH4-], CO, Cl, O=C(OCc1ccccc1)N1CCN(c2ccc([N+](=O)[O-])cc2)CC1, [Na+]. The product is Nc1ccc(N2CCN(C(=O)OCc3ccccc3)CC2)cc1. As a reaction SMILES: [BH4-:26].[CH3:29][OH:30].[ClH:28].[N+:1]([O-:2])(=[O:3])[c:4]1[cH:5][cH:6][c:7]([N:10]2[CH2:11][CH2:12][N:13]([C:16](=[O:17])[O:18][CH2:19][c:20]3[cH:21][cH:22][cH:23][cH:24][cH:25]3)[CH2:14][CH2:15]2)[cH:8][cH:9]1.[Na+:27]>>[NH2:1][c:4]1[cH:5][cH:6][c:7]([N:10]2[CH2:11][CH2:12][N:13]([C:16](=[O:17])[O:18][CH2:19][c:20]3[cH:21][cH:22][cH:23][cH:24][cH:25]3)[CH2:14][CH2:15]2)[cH:8][cH:9]1. The reactants are CC(C)=O, O=C(Cl)c1ccccc1CCCl, [K+], NC1CCN(Cc2ccccc2)CC1, [OH-]. The product is O=C1c2ccccc2CCN1C1CCN(Cc2ccccc2)CC1, Cl. Reaction SMILES: [CH3:29][C:30](=[O:31])[CH3:32].[Cl:1][CH2:2][CH2:3][c:4]1[c:5]([C:6](=[O:7])[Cl:8])[cH:9][cH:10][cH:11][cH:12]1.[K+:14].[NH2:15][CH:16]1[CH2:17][CH2:18][N:19]([CH2:22][c:23]2[cH:24][cH:25][cH:26][cH:27][cH:28]2)[CH2:20][CH2:21]1.[OH-:13]>>[CH2:2]1[CH2:3][c:4]2[c:5]([cH:9][cH:10][cH:11][cH:12]2)[C:6](=[O:7])[N:15]1[CH:16]1[CH2:17][CH2:18][N:19]([CH2:22][c:23]2[cH:24][cH:25][cH:26][cH:27][cH:28]2)[CH2:20][CH2:21]1.[ClH:1]. Reaction conditions: time 2 hour. As a reaction SMILES: [N:1]1([C:6]([C:8]2[CH:9]=[C:10]([NH:21][C:22]3[C:31]4[C:26](=[CH:27][C:28]([Cl:32])=[CH:29][CH:30]=4)[N:25]=[CH:24][CH:23]=3)[CH:11]=[C:12]([C:14]([N:16]3[CH2:20][CH2:19][CH2:18][CH2:17]3)=O)[CH:13]=2)=O)[CH2:5][CH2:4][CH2:3][CH2:2]1.[H-].[H-].[H-].[H-].[Li+].[Al+3].C(OCC)(=O)C>C1COCC1>[N:1]1([CH2:6][C:8]2[CH:9]=[C:10]([NH:21][C:22]3[C:31]4[C:26](=[CH:27][C:28]([Cl:32])=[CH:29][CH:30]=4)[N:25]=[CH:24][CH:23]=3)[CH:11]=[C:12]([CH2:14][N:16]3[CH2:17][CH2:18][CH2:19][CH2:20]3)[CH:13]=2)[CH2:5][CH2:4][CH2:3][CH2:2]1 |f:1.2.3.4.5.6|. Product: N1(CCCC1)CC=1C=C(C=C(C1)CN1CCCC1)NC1=CC=NC2=CC(=CC=C12)Cl (N-[3,5-Bis(pyrrolidin-1-ylmethyl)phenyl]-7-chloroquinolin-4-amine). The yield is 5.0%. The reactants are [H-].[H-].[H-].[H-].[Li+].[Al+3] (LiAlH4), N1(CCCC1)C(=O)C=1C=C(C=C(C1)C(=O)N1CCCC1)NC1=CC=NC2=CC(=CC=C12)Cl (N-{3,5-bis[(pyrrolidin-1-yl)carbonyl]phenyl}-7-chloroquinolin-4-amine), C(C)(=O)OCC (ethyl acetate). Reported procedure: To a suspension of N-{3,5-bis[(pyrrolidin-1-yl)carbonyl]phenyl}-7-chloroquinolin-4-amine (84 mg, 0.19 mmol) in 15 mL of anhydrous THF, was added portionwise LiAlH4 (71 mg, 10 eq). The reaction mixture was stirred at room temperature for 2 h and then 10 mL of ethyl acetate was added. The mixture was filtered through a celite pad. The filtrate was evaporated and the residue was purified by preparative thin-layer chromatography (DCM/MeOH/NH4OH//95/5/1) to yield expected compound (4 mg, 5%) as a yel... Solvent: C1CCOC1 (THF). Starting materials: CCCC[N+](CCCC)(CCCC)CCCC, [Cl-], [F-], [NH4+], COC(=O)C=Cc1cc(C2OCCO2)c([Si](C)(C)C)s1, C1CCOC1, C1CCOC1, O. Yields the product COC(=O)C=Cc1cc(C2OCCO2)cs1. RXN SMILES: [CH2:28]([N+:29]([CH2:30][CH2:31][CH2:32][CH3:33])([CH2:34][CH2:35][CH2:36][CH3:37])[CH2:38][CH2:39][CH2:40][CH3:41])[CH2:42][CH2:43][CH3:44].[Cl-:45].[F-:27].[NH4+:46].[O:1]1[CH:2]([c:6]2[cH:7][c:8]([CH:15]=[CH:16][C:17](=[O:18])[O:19][CH3:20])[s:9][c:10]2[Si:11]([CH3:12])([CH3:13])[CH3:14])[O:3][CH2:4][CH2:5]1.[O:22]1[CH2:23][CH2:24][CH2:25][CH2:26]1.[O:47]1[CH2:48][CH2:49][CH2:50][CH2:51]1.[OH2:21]>>[O:1]1[CH:2]([c:6]2[cH:7][c:8]([CH:15]=[CH:16][C:17](=[O:18])[O:19][CH3:20])[s:9][cH:10]2)[O:3][CH2:4][CH2:5]1. Starting materials: ClCl (chlorine), ClCl (chlorine), C(C1=CC=CC=C1)(=O)N (benzamide), ClCl (chlorine). Solvent: O (water). Reaction conditions: temperature 20 celsius, time 2 hour. Product: ClNC(C1=CC=CC=C1)=O (N-chlorobenzamide). Isolated yield 98.9%. RXN SMILES: [Cl:1]Cl.[C:3]([NH2:11])(=[O:10])[C:4]1[CH:9]=[CH:8][CH:7]=[CH:6][CH:5]=1>O>[Cl:1][NH:11][C:3](=[O:10])[C:4]1[CH:9]=[CH:8][CH:7]=[CH:6][CH:5]=1. Procedure details: A stream of gaseous chlorine in introduced at a speed of about 33 g/h into a suspension of 111 g of 99.5% pure benzamide (0.91 mol) in 700 ml of water maintained at a temperature of 15°-20° C. After 2 h and 15 min 75 g of chlorine (1.05 mol), controlled by weighing, have been absorbed. The mass is stirred for another 15 min at a temperature of 20° C., then the chlorinated product obtained is filtered off and is washed with water until the hydrochloric acid has disappeared. 140 g of N-chlorobenza...